Dataset: the Open Reaction Database (ORD), a public repository of structured organic reaction records. Task: describe an organic reaction: reactants, conditions, products, and yield The reactants are C(C1=CC=CC=C1)OC(C[C@]1(CC(=NO1)C1=CC(=CC=C1)OC(C1=CC=C(C=C1)[N+](=O)[O-])=O)C(=O)OCC1=CC=CC=C1)=O (benzyl (5R)-5-(2-(benzyloxy)-2-oxoethyl)-3-(3-((4-nitrobenzoyl)oxy)phenyl)-4,5-dihydro-1,2-oxazole-5-carboxylate). The reagents and catalysts are [Pd] (Pd/C). Run in C1CCOC1 (THF). Run at time 3 hour. Product: NC1=CC=C(C(=O)OC=2C=C(C=CC2)C2=NO[C@@](C2)(C(=O)O)CC(=O)O)C=C1 ((5R)-3-(3-((4-aminobenzoyl)oxy)phenyl)-5-(carboxymethyl)-4,5-dihydro-1,2-oxazole-5-carboxylic acid), crude product. Reaction SMILES: C([O:8][C:9](=[O:44])[CH2:10][C@:11]1([C:34]([O:36]CC2C=CC=CC=2)=[O:35])[O:15][N:14]=[C:13]([C:16]2[CH:21]=[CH:20][CH:19]=[C:18]([O:22][C:23](=[O:33])[C:24]3[CH:29]=[CH:28][C:27]([N+:30]([O-])=O)=[CH:26][CH:25]=3)[CH:17]=2)[CH2:12]1)C1C=CC=CC=1>[Pd].C1COCC1>[NH2:30][C:27]1[CH:26]=[CH:25][C:24]([C:23]([O:22][C:18]2[CH:17]=[C:16]([C:13]3[CH2:12][C@@:11]([CH2:10][C:9]([OH:44])=[O:8])([C:34]([OH:36])=[O:35])[O:15][N:14]=3)[CH:21]=[CH:20][CH:19]=2)=[O:33])=[CH:29][CH:28]=1. Procedure: A mixture of benzyl (5R)-5-(2-(benzyloxy)-2-oxoethyl)-3-(3-((4-nitrobenzoyl)oxy)phenyl)-4,5-dihydro-1,2-oxazole-5-carboxylate (77.5 g), 10% Pd/C (containing about 55% water, 7.8 g), and THF (780 mL) was stirred at room temperature for 3 hours under a hydrogen atmosphere. The catalyst was filtered off, and then, the filtrate was concentrated under reduced pressure to obtain (5R)-3-(3-((4-aminobenzoyl)oxy)phenyl)-5-(carboxymethyl)-4,5-dihydro-1,2-oxazole-5-carboxylic acid as a crude product.